From a dataset of the Open Reaction Database (ORD), a public repository of structured organic reaction records. describe an organic reaction: reactants, conditions, products, and yield The reactants are 2-(Morpholin-4-ylmethyl)-6-trifluoro-methylquinoline, ClCC1=NC2=CC=C(C=C2C=C1)C(F)(F)F (2-chloromethyl-6-trifluoromethylquinoline), N1CCOCC1 (morpholine). The solvent is C(C)O (ethanol). Yields the product N1(CCOCC1)CC1=NC2=CC=C(C=C2C=C1)C(F)(F)F (2-(morpholin-4-yl-methyl)-6-trifluoromethylquinoline). Yield: 96.7%. As a reaction SMILES: Cl[CH2:2][C:3]1[CH:12]=[CH:11][C:10]2[C:5](=[CH:6][CH:7]=[C:8]([C:13]([F:16])([F:15])[F:14])[CH:9]=2)[N:4]=1.[NH:17]1[CH2:22][CH2:21][O:20][CH2:19][CH2:18]1>C(O)C>[N:17]1([CH2:2][C:3]2[CH:12]=[CH:11][C:10]3[C:5](=[CH:6][CH:7]=[C:8]([C:13]([F:16])([F:15])[F:14])[CH:9]=3)[N:4]=2)[CH2:22][CH2:21][O:20][CH2:19][CH2:18]1. Procedure details: 2-(Morpholin-4-ylmethyl)-6-trifluoro-methylquinoline may be prepared by carrying out the procedure as in Example 29, but starting with 3 g of 2-chloromethyl-6-trifluoromethylquinoline and 3.18 g of morpholine in 30 ml of ethanol. The crude product obtained is chromatographed on a silica gel column, eluting with a mixture of dichloromethane and methanol (97.5-2.5 by volume). 3.5 g of 2-(morpholin-4-yl-methyl)-6-trifluoromethylquinoline are thus obtained in the form of an orange-coloured oil [1H N... Starting materials: BrBr (bromine), C(C)(=O)O (acetic acid), CC1=CC=CC(=C1C(=O)OCC)O (ethyl 6-methyl-2-hydroxybenzoate), C(C)(=O)O (acetic acid). Solvent: O (water), C(C)(=O)OCC (ethyl acetate). Run at time 1 hour. Product: BrC=1C=CC(=C(C(=O)OCC)C1C)O (Ethyl 5-bromo-6-methyl-2-hydroxybenzoate). Reaction SMILES: [Br:1]Br.C(O)(=O)C.[CH3:7][C:8]1[C:13]([C:14]([O:16][CH2:17][CH3:18])=[O:15])=[C:12]([OH:19])[CH:11]=[CH:10][CH:9]=1>O.C(OCC)(=O)C>[Br:1][C:9]1[CH:10]=[CH:11][C:12]([OH:19])=[C:13]([C:8]=1[CH3:7])[C:14]([O:16][CH2:17][CH3:18])=[O:15]. Procedure: A mixture of bromine (5.05 ml, 0.099 mol) and acetic acid (15 ml) is added to a mixture of ethyl 6-methyl-2-hydroxybenzoate (17.05 g, 0.095 mol), and acetic acid (15 ml) at a temperature of 20° C. The reaction mixture is stirred at room temperature for 1 hour. The reaction mixture is diluted with water and ethyl acetate. The organic phase is washed with water twice, concentrated in vacuo and the residue is purified by flash chromatography (petrol ethers:ethyl acetate, 98:2 v/v) yielding the pure...